Dataset: the Open Reaction Database (ORD), a public repository of structured organic reaction records. Task: describe an organic reaction: reactants, conditions, products, and yield Reactants: CCO, CC(=O)[O-], Cl, CSc1c(F)cc(CC(=O)c2ccccc2)cc1F, NO, [Na+], O. The product is CSc1c(F)cc(CC(=NO)c2ccccc2)cc1F. As a reaction SMILES: [CH3:28][CH2:29][OH:30].[CH3:5][C:6](=[O:7])[O-:8].[ClH:1].[F:9][c:10]1[cH:11][c:12]([CH2:19][C:20](=[O:21])[c:22]2[cH:23][cH:24][cH:25][cH:26][cH:27]2)[cH:13][c:14]([F:18])[c:15]1[S:16][CH3:17].[NH2:2][OH:3].[Na+:4].[OH2:31]>>[N:2]([OH:3])=[C:20]([CH2:19][c:12]1[cH:11][c:10]([F:9])[c:15]([S:16][CH3:17])[c:14]([F:18])[cH:13]1)[c:22]1[cH:23][cH:24][cH:25][cH:26][cH:27]1. Reactants: C(C=C)OC(=O)N1[C@@H](C[C@H](C1)OS(=O)(=O)C)C(=O)OC ((2S,4R)-1-allyloxycarbonyl-2-methoxycarbonyl-4-methanesulfonyloxypyrrolidine), Cl (hydrochloric acid), O (water), [BH4-].[Na+] (sodium borohydride). Run in C(C)O (ethanol), O1CCCC1 (tetrahydrofuran), C(C)(=O)OCC (ethyl acetate). Run at temperature -60 celsius, time 3.5 hour. Yields the product C(C=C)OC(=O)N1[C@@H](C[C@H](C1)OS(=O)(=O)C)CO ((2S,4R)-1-allyloxycarbonyl-2-hydroxymethyl-4-methanesulfonyloxypyrrolidine). Isolated yield 88.8%. As a reaction SMILES: [CH2:1]([O:4][C:5]([N:7]1[CH2:11][C@H:10]([O:12][S:13]([CH3:16])(=[O:15])=[O:14])[CH2:9][C@H:8]1[C:17](OC)=[O:18])=[O:6])[CH:2]=[CH2:3].[BH4-].[Na+].Cl.O>C(O)C.O1CCCC1.C(OCC)(=O)C>[CH2:1]([O:4][C:5]([N:7]1[CH2:11][C@H:10]([O:12][S:13]([CH3:16])(=[O:14])=[O:15])[CH2:9][C@H:8]1[CH2:17][OH:18])=[O:6])[CH:2]=[CH2:3] |f:1.2|. Reported procedure: To a solution of (2S,4R)-1-allyloxycarbonyl-2-methoxycarbonyl-4-methanesulfonyloxypyrrolidine (281 g) in a mixture of ethanol (0.9 l) and tetrahydrofuran (0.6 l) was added sodium borohydride (69.2 g) at 5° C. and the resulting mixture was allowed to stir for 3.5 hours at 20°-27° C. After cooling to -60° C., the reaction mixture was taken up into a mixture of 12N hydrochloric acid (152.4 ml), water (2.5 l) and ethyl acetate (2.5 l) at 0° C. The organic layer was separated and the aqueous layer wa... Reactants: FB(F)F, CCOCC, Cc1ccccc1, C=C(C)Cc1cc(C=O)ccc1O. Yields the product CC1(C)Cc2cc(C=O)ccc2O1. As a reaction SMILES: [B:19]([F:20])([F:21])[F:22].[CH2:14]([O:15][CH2:16][CH3:17])[CH3:18].[CH3:23][c:24]1[cH:25][cH:26][cH:27][cH:28][cH:29]1.[OH:1][c:2]1[c:3]([CH2:10][C:11](=[CH2:12])[CH3:13])[cH:4][c:5]([CH:6]=[O:7])[cH:8][cH:9]1>>[O:1]1[c:2]2[c:3]([cH:4][c:5]([CH:6]=[O:7])[cH:8][cH:9]2)[CH2:10][C:11]1([CH3:12])[CH3:13]. Reactants: Nc1cccc(Cl)c1, COC(=O)c1sc2ccc(Cl)cc2c1O. Yields the product O=C(Nc1cccc(Cl)c1)c1sc2ccc(Cl)cc2c1O. Reaction SMILES: [Cl:16][c:17]1[cH:18][c:19]([NH2:20])[cH:21][cH:22][cH:23]1.[OH:1][c:2]1[c:3]2[c:4]([s:5][c:6]1[C:7]([O:9][CH3:8])=[O:10])[cH:11][cH:12][c:13]([Cl:15])[cH:14]2>>[OH:1][c:2]1[c:3]2[c:4]([s:5][c:6]1[C:7](=[O:9])[NH:20][c:19]1[cH:18][c:17]([Cl:16])[cH:23][cH:22][cH:21]1)[cH:11][cH:12][c:13]([Cl:15])[cH:14]2.